From a dataset of the Open Reaction Database (ORD), a public repository of structured organic reaction records. describe an organic reaction: reactants, conditions, products, and yield The solvent is C(C)#N (acetonitrile). The product is C(C)(C)(C)C1=CC=C(C(=O)NCC=2C=C3CN(C(C3=CC2)=O)C2C(NC(CC2)=O)=O)C=C1 (4-tert-butyl-N-[2-(2,6-dioxo-piperidin-3-yl)-1-oxo-2,3-dihydro-1H-isoindol-5-ylmethyl]-benzamide). Procedure: To a stirred mixture of 3-(5-aminomethyl-1-oxo-1,3-dihydro-isoindol-2-yl)-piperidine-2,6-dione methanesulfonate (0.50 g, 1.4 mmol) and 4-tert-butylbenzoyl chloride (0.28 g, 1.4 mmol) in acetonitrile (30 mL) at 0° C. was added TEA (0.28 g, 2.8 mmol) dropwise over 10 min. The mixture was stirred at ambient temperature for 2 h and then 10% aqueous HCl solution (30 mL) was added. The solid precipitate was filtered, washed with water (30 mL) and dried in vacuo providing 4-tert-butyl-N-[2-(2,6-dioxo-p... RXN SMILES: CS(O)(=O)=O.[NH2:6][CH2:7][C:8]1[CH:9]=[C:10]2[C:14](=[CH:15][CH:16]=1)[C:13](=[O:17])[N:12]([CH:18]1[CH2:23][CH2:22][C:21](=[O:24])[NH:20][C:19]1=[O:25])[CH2:11]2.[C:26]([C:30]1[CH:38]=[CH:37][C:33]([C:34](Cl)=[O:35])=[CH:32][CH:31]=1)([CH3:29])([CH3:28])[CH3:27].Cl>C(#N)C>[C:26]([C:30]1[CH:31]=[CH:32][C:33]([C:34]([NH:6][CH2:7][C:8]2[CH:9]=[C:10]3[C:14](=[CH:15][CH:16]=2)[C:13](=[O:17])[N:12]([CH:18]2[CH2:23][CH2:22][C:21](=[O:24])[NH:20][C:19]2=[O:25])[CH2:11]3)=[O:35])=[CH:37][CH:38]=1)([CH3:29])([CH3:27])[CH3:28] |f:0.1|. Reaction conditions: time 2 hour. Isolated yield 89.0%. Starting materials: Cl (HCl), CS(=O)(=O)O.NCC=1C=C2CN(C(C2=CC1)=O)C1C(NC(CC1)=O)=O (3-(5-aminomethyl-1-oxo-1,3-dihydro-isoindol-2-yl)-piperidine-2,6-dione methanesulfonate), C(C)(C)(C)C1=CC=C(C(=O)Cl)C=C1 (4-tert-butylbenzoyl chloride), TEA. The reactants are Cc1ccc([N+](=O)[O-])cc1Br, COCCOC, [Na+], [Na+], O=C([O-])[O-], OB(O)c1ccc(F)cc1, [Pd], c1ccc(P(c2ccccc2)c2ccccc2)cc1, c1ccc(P(c2ccccc2)c2ccccc2)cc1, c1ccc(P(c2ccccc2)c2ccccc2)cc1, c1ccc(P(c2ccccc2)c2ccccc2)cc1. Product: Cc1ccc([N+](=O)[O-])cc1-c1ccc(F)cc1. As a reaction SMILES: [Br:11][c:12]1[c:13]([CH3:21])[cH:14][cH:15][c:16]([N+:18](=[O:19])[O-:20])[cH:17]1.[CH3:28][O:29][CH2:30][CH2:31][O:32][CH3:33].[Na+:22].[Na+:23].[O-:24][C:25](=[O:26])[O-:27].[OH:1][B:2]([OH:3])[c:4]1[cH:5][cH:6][c:7]([F:8])[cH:9][cH:10]1.[Pd:34].[c:35]1([P:36]([c:37]2[cH:38][cH:39][cH:40][cH:41][cH:42]2)[c:43]2[cH:44][cH:45][cH:46][cH:47][cH:48]2)[cH:49][cH:50][cH:51][cH:52][cH:53]1.[c:54]1([P:55]([c:56]2[cH:57][cH:58][cH:59][cH:60][cH:61]2)[c:62]2[cH:63][cH:64][cH:65][cH:66][cH:67]2)[cH:68][cH:69][cH:70][cH:71][cH:72]1.[c:73]1([P:74]([c:75]2[cH:76][cH:77][cH:78][cH:79][cH:80]2)[c:81]2[cH:82][cH:83][cH:84][cH:85][cH:86]2)[cH:87][cH:88][cH:89][cH:90][cH:91]1.[c:92]1([P:93]([c:94]2[cH:95][cH:96][cH:97][cH:98][cH:99]2)[c:100]2[cH:101][cH:102][cH:103][cH:104][cH:105]2)[cH:106][cH:107][cH:108][cH:109][cH:110]1>>[c:4]1(-[c:12]2[c:13]([CH3:21])[cH:14][cH:15][c:16]([N+:18](=[O:19])[O-:20])[cH:17]2)[cH:5][cH:6][c:7]([F:8])[cH:9][cH:10]1.